describe an organic reaction: reactants, conditions, products, and yield From a dataset of the Open Reaction Database (ORD), a public repository of structured organic reaction records. Starting materials: CCN(Cc1cc(Br)ccc1O)c1ccc(C(N)=O)cn1, O=C(OC(=O)C(F)(F)F)C(F)(F)F, C1CCOC1, c1ccncc1. Product: CCN(Cc1cc(Br)ccc1O)c1ccc(C#N)cn1. Reaction SMILES: [Br:1][c:2]1[cH:3][cH:4][c:5]([OH:21])[c:6]([CH2:7][N:8]([CH2:9][CH3:10])[c:11]2[n:12][cH:13][c:14]([C:17](=[O:18])[NH2:19])[cH:15][cH:16]2)[cH:20]1.[F:28][C:29]([F:30])([F:31])[C:32]([O:33][C:34](=[O:35])[C:36]([F:37])([F:38])[F:39])=[O:40].[O:41]1[CH2:42][CH2:43][CH2:44][CH2:45]1.[cH:22]1[cH:23][cH:24][n:25][cH:26][cH:27]1>>[Br:1][c:2]1[cH:3][cH:4][c:5]([OH:21])[c:6]([CH2:7][N:8]([CH2:9][CH3:10])[c:11]2[n:12][cH:13][c:14]([C:17]#[N:19])[cH:15][cH:16]2)[cH:20]1. Starting materials: CCBr, COc1cccc(CC#N)c1, [H-], [Na+], CN(C)C=O. Yields the product CCC(C#N)c1cccc(OC)c1. Reaction SMILES: [CH2:14]([CH3:15])[Br:16].[CH3:1][O:2][c:3]1[cH:4][c:5]([CH2:9][C:10]#[N:11])[cH:6][cH:7][cH:8]1.[H-:13].[Na+:12].[O:17]=[CH:18][N:19]([CH3:20])[CH3:21]>>[CH3:1][O:2][c:3]1[cH:4][c:5]([CH:9]([C:10]#[N:11])[CH2:14][CH3:15])[cH:6][cH:7][cH:8]1. The reactants are Brc1csc2cnccc12, C1CCOC1, CC(C)[N-]C(C)C, [Cl-], [Li+], [NH4+], O=C1CCC(=O)N1Br. Yields the product Brc1sc2cnccc2c1Br. Reaction SMILES: [Br:1][c:2]1[cH:3][s:4][c:5]2[cH:6][n:7][cH:8][cH:9][c:10]12.[CH2:29]1[O:30][CH2:31][CH2:32][CH2:33]1.[CH3:12][CH:13]([N-:14][CH:15]([CH3:16])[CH3:17])[CH3:18].[Cl-:27].[Li+:11].[NH4+:28].[O:19]=[C:20]1[N:21]([Br:26])[C:22](=[O:23])[CH2:24][CH2:25]1>>[Br:1][c:2]1[c:3]([Br:26])[s:4][c:5]2[cH:6][n:7][cH:8][cH:9][c:10]12. The product is ClCCOC1=CC=C(C=C1)[N+](=O)[O-] (1-(2-chloroethoxy)-4-nitrobenzene), ClCCCOC1=CC=C(C=C1)[N+](=O)[O-] (1-(3-chloropropoxy)-4-nitrobenzene). Procedure: To an acetonitrile solution of 2- or 3-thiophene aminoethyl compounds 6 (1 eq) was added either an alkyl methanesulfonate or alkyl halide (e.g. 4-(4-nitrophenyl)-1-butyl methanesulfonate [prepared by reacting 4-(4-nitrophenyl)butane-1-ol with methanesulfonyl chloride in methylene chloride and triethylamine and isolated as a crystalline solid from ether/hexane], 1-(2-chloroethoxy)-4-nitrobenzene or 1-(3-chloropropoxy)-4-nitrobenzene [prepared by reacting 4-nitrophenol (1 eq) with 1-bromo-3-chloro... The solvent is C(C)N(CC)CC (triethylamine), C(Cl)Cl (methylene chloride), CCOCC.CCCCCC (ether hexane). Reactants: C(C)#N (acetonitrile), 3-thiophene aminoethyl, 6, alkyl methanesulfonate, alkyl halide, CS(=O)(=O)OCCCCC1=CC=C(C=C1)[N+](=O)[O-] (4-(4-nitrophenyl)-1-butyl methanesulfonate), [N+](=O)([O-])C1=CC=C(C=C1)CCCCO (4-(4-nitrophenyl)butane-1-ol), CS(=O)(=O)Cl (methanesulfonyl chloride). As a reaction SMILES: C(#N)C.CS([O:8][CH2:9][CH2:10][CH2:11]C[C:13]1[CH:18]=[CH:17][C:16]([N+:19]([O-:21])=[O:20])=[CH:15][CH:14]=1)(=O)=O.[N+:22]([C:25]1[CH:30]=[CH:29][C:28](CC[CH2:33][CH2:34][OH:35])=[CH:27][CH:26]=1)([O-:24])=[O:23].CS([Cl:40])(=O)=O>C(Cl)Cl.C(N(CC)CC)C.CCOCC.CCCCCC>[Cl:40][CH2:33][CH2:34][O:35][C:13]1[CH:14]=[CH:15][C:16]([N+:19]([O-:21])=[O:20])=[CH:17][CH:18]=1.[Cl:40][CH2:11][CH2:10][CH2:9][O:8][C:28]1[CH:27]=[CH:26][C:25]([N+:22]([O-:24])=[O:23])=[CH:30][CH:29]=1 |f:6.7|. Starting materials: Brc1ncc(Br)n2ccnc12, CS(=O)(=O)c1ccc(N)cc1, Cc1ccccc1, O=C(C=Cc1ccccc1)C=Cc1ccccc1, O=C(C=Cc1ccccc1)C=Cc1ccccc1, O=C(C=Cc1ccccc1)C=Cc1ccccc1, [Pd], [Pd]. Product: CS(=O)(=O)c1ccc(Nc2ncc(Br)n3ccnc23)cc1. As a reaction SMILES: [Br:1][c:2]1[cH:3][n:4][c:5]([Br:11])[c:6]2[n:7]1[cH:8][cH:9][n:10]2.[CH3:12][S:13](=[O:14])(=[O:15])[c:16]1[cH:17][cH:18][c:19]([NH2:20])[cH:21][cH:22]1.[CH3:23][c:24]1[cH:25][cH:26][cH:27][cH:28][cH:29]1.[O:32]=[C:33]([CH:34]=[CH:35][c:36]1[cH:37][cH:38][cH:39][cH:40][cH:41]1)[CH:42]=[CH:43][c:44]1[cH:45][cH:46][cH:47][cH:48][cH:49]1.[O:50]=[C:51]([CH:52]=[CH:53][c:54]1[cH:55][cH:56][cH:57][cH:58][cH:59]1)[CH:60]=[CH:61][c:62]1[cH:63][cH:64][cH:65][cH:66][cH:67]1.[O:68]=[C:69]([CH:70]=[CH:71][c:72]1[cH:73][cH:74][cH:75][cH:76][cH:77]1)[CH:78]=[CH:79][c:80]1[cH:81][cH:82][cH:83][cH:84][cH:85]1.[Pd:30].[Pd:31]>>[Br:1][c:2]1[cH:3][n:4][c:5]([NH:20][c:19]2[cH:18][cH:17][c:16]([S:13]([CH3:12])(=[O:14])=[O:15])[cH:22][cH:21]2)[c:6]2[n:7]1[cH:8][cH:9][n:10]2. Reactants: Cn1c(COc2ccc(CC3SC(=O)NC3=O)cc2)nc2ccc(Oc3ccc4cccc(N)c4c3)cc21, C1CCOC1, O=C=NS(=O)(=O)c1ccccc1. Yields the product Cn1c(COc2ccc(CC3SC(=O)NC3=O)cc2)nc2ccc(Oc3ccc4cccc(NC(=O)NS(=O)(=O)c5ccccc5)c4c3)cc21. RXN SMILES: [NH2:1][c:2]1[cH:3][cH:4][cH:5][c:6]2[cH:7][cH:8][c:9]([O:12][c:13]3[cH:14][cH:15][c:16]4[c:17]([n:18]([CH3:37])[c:19]([CH2:21][O:22][c:23]5[cH:24][cH:25][c:26]([CH2:27][CH:28]6[C:29](=[O:34])[NH:30][C:31](=[O:33])[S:32]6)[cH:35][cH:36]5)[n:20]4)[cH:38]3)[cH:10][c:11]12.[O:51]1[CH2:52][CH2:53][CH2:54][CH2:55]1.[c:39]1([S:45](=[O:46])(=[O:47])[N:48]=[C:49]=[O:50])[cH:40][cH:41][cH:42][cH:43][cH:44]1>>[NH:1]([c:2]1[cH:3][cH:4][cH:5][c:6]2[cH:7][cH:8][c:9]([O:12][c:13]3[cH:14][cH:15][c:16]4[c:17]([n:18]([CH3:37])[c:19]([CH2:21][O:22][c:23]5[cH:24][cH:25][c:26]([CH2:27][CH:28]6[C:29](=[O:34])[NH:30][C:31](=[O:33])[S:32]6)[cH:35][cH:36]5)[n:20]4)[cH:38]3)[cH:10][c:11]12)[C:49]([NH:48][S:45]([c:39]1[cH:40][cH:41][cH:42][cH:43][cH:44]1)(=[O:46])=[O:47])=[O:50]. Reactants: CCOC(=O)c1cccnc1, C[O-], CC(=O)C1CC1, [Na+], c1ccccc1. The product is O=C(CC(=O)C1CC1)c1cccnc1. As a reaction SMILES: [C:1]([c:2]1[cH:3][n:4][cH:5][cH:6][cH:7]1)([O:9][CH2:8][CH3:10])=[O:11].[CH3:18][O-:19].[CH:12]1([C:15](=[O:16])[CH3:17])[CH2:13][CH2:14]1.[Na+:20].[cH:21]1[cH:22][cH:23][cH:24][cH:25][cH:26]1>>[C:1]([c:2]1[cH:3][n:4][cH:5][cH:6][cH:7]1)(=[O:9])[CH2:17][C:15]([CH:12]1[CH2:13][CH2:14]1)=[O:16]. Starting materials: CC(C)(C)N(CCN1C(=O)c2ccccc2C(C(=O)NCCc2ccccc2)C1c1ccc(Cl)cc1Cl)C(=O)[O-], CCOC(C)=O, Cl. The product is NCCN1C(=O)c2ccccc2C(C(=O)NCCc2ccccc2)C1c1ccc(Cl)cc1Cl. RXN SMILES: [C:1]([N:5]([C:2](=[O:3])[O-:4])[CH2:9][CH2:10][N:11]1[C:12](=[O:40])[c:13]2[cH:14][cH:15][cH:16][cH:17][c:18]2[CH:19]([C:29]([NH:30][CH2:31][CH2:32][c:33]2[cH:34][cH:35][cH:36][cH:37][cH:38]2)=[O:39])[CH:20]1[c:21]1[c:22]([Cl:28])[cH:23][c:24]([Cl:27])[cH:25][cH:26]1)([CH3:6])([CH3:7])[CH3:8].[C:41]([O:42][CH2:43][CH3:44])(=[O:45])[CH3:46].[ClH:47]>>[NH2:5][CH2:9][CH2:10][N:11]1[C:12](=[O:40])[c:13]2[cH:14][cH:15][cH:16][cH:17][c:18]2[CH:19]([C:29]([NH:30][CH2:31][CH2:32][c:33]2[cH:34][cH:35][cH:36][cH:37][cH:38]2)=[O:39])[CH:20]1[c:21]1[c:22]([Cl:28])[cH:23][c:24]([Cl:27])[cH:25][cH:26]1. Reactants: OC1=CC=CC=2CCN(CCC21)C(C(F)(F)F)=O (6-hydroxy-3-(2,2,2-trifluoroacetyl)-2,3,4,5-tetrahydro-1H-benzo[d]azepine), C(C)(C)NC(C)C (diisopropylamine), IN1C(CCC1=O)=O (N-iodosuccinimide). Solvent: C(Cl)Cl (DCM), C(Cl)Cl (DCM). Conditions: temperature 15 celsius. The product is OC1=C(C=CC=2CCN(CCC21)C(C(F)(F)F)=O)I (6-Hydroxy-7-iodo-3-(2,2,2-trifluoroacetyl)-2,3,4,5-tetrahydro-1H-benzo[d]azepine). The yield is 64.9%. Reaction SMILES: [OH:1][C:2]1[C:12]2[CH2:11][CH2:10][N:9]([C:13](=[O:18])[C:14]([F:17])([F:16])[F:15])[CH2:8][CH2:7][C:6]=2[CH:5]=[CH:4][CH:3]=1.C(NC(C)C)(C)C.[I:26]N1C(=O)CCC1=O>C(Cl)Cl>[OH:1][C:2]1[C:12]2[CH2:11][CH2:10][N:9]([C:13](=[O:18])[C:14]([F:17])([F:15])[F:16])[CH2:8][CH2:7][C:6]=2[CH:5]=[CH:4][C:3]=1[I:26]. Procedure: Add 6-hydroxy-3-(2,2,2-trifluoroacetyl)-2,3,4,5-tetrahydro-1H-benzo[d]azepine (1.037 g, 4.0 mmol) and diisopropylamine (60.7 mg, 0.6 mmol) to anhydrous DCM (350 mL) and stir at 10-20° C. Add slowly a solution of N-iodosuccinimide (1.035 g, 4.6 mmol) in DCM (100 mL) over a period of 3 h. Stir the reaction mixture overnight and gradually warm to ambient temperature. Quench the reaction with saturated aqueous NaHCO3, separate the organic layer, wash the organic layer with 0.1N aqueous HCl, brine, d... Starting materials: COC1=C(N)C=C(C=C1)OC (2,5-dimethoxyaniline), C1(C=2C(C(=O)O1)=CC=CC2)=O (phthalic anhydride). The solvent is CC(=O)C (acetone). Reaction conditions: temperature 185 celsius. Yields the product COC1=C(C=C(C=C1)OC)N1C(C2=CC=CC=C2C1=O)=O (2-(2,5-dimethoxyphenyl)-1H-isoindole-1,3 (2 H)-dione). Isolated yield 95.0%. As a reaction SMILES: [CH3:1][O:2][C:3]1[CH:9]=[CH:8][C:7]([O:10][CH3:11])=[CH:6][C:4]=1[NH2:5].[C:12]1(=O)[O:17][C:15](=[O:16])[C:14]2=[CH:18][CH:19]=[CH:20][CH:21]=[C:13]12>CC(C)=O>[CH3:1][O:2][C:3]1[CH:9]=[CH:8][C:7]([O:10][CH3:11])=[CH:6][C:4]=1[N:5]1[C:15](=[O:16])[C:14]2[C:13](=[CH:21][CH:20]=[CH:19][CH:18]=2)[C:12]1=[O:17]. Reported procedure: 2,5-dimethoxyaniline (9.96 g, 65.00 mmol) and phthalic anhydride (10.11 g, 68.25 mmol) were mixed, and heated at 185° C. for 15 minutes under N2. After the reaction mixture was cooled, acetone (50 mL) was added. The precipitate was ultrasonicated, filtered, washed with ethyl acetate (10 mL×2), and dried to give the title compound (17.5 g, 95%). MS (ESI) m/z 283.91 (M+H)+; 1H NMR (300 MHz, CDCl3) δ ppm 3.75 (s, 3 H) 3.79 (s, 3 H) 6.83 (t, J=1.70 Hz, 1 H) 6.98 (d, J=1.70 Hz, 2 H) 7.74–7.81 (m, 2 H...